Dataset: the Open Reaction Database (ORD), a public repository of structured organic reaction records. Task: describe an organic reaction: reactants, conditions, products, and yield Starting materials: Cl (Hydrochloric acid), C(C)OC(CC(CN1N=CN=C1)(O)C1=C(C=C(C=C1)Cl)Cl)=N (3-(2,4-dichlorophenyl)-3-hydroxy-4-(1H-1,2,4-triazol-1-yl)butyrimidic acid ethyl ester), C(C)OC(CN)OCC (aminoacetaldehyde diethylacetal), C(C)(=O)O (acetic acid). Solvent: O1CCCC1 (tetrahydrofuran), C(C)OCC (diethyl ether), C([O-])([O-])=O.[Na+].[Na+] (sodium carbonate). Conditions: temperature 70 celsius. Yields the product ClC1=C(C=CC(=C1)Cl)C(CC=1NC=CN1)(CN1N=CN=C1)O (2-(2,4-Dichlorophenyl)-1-(imidazol-2-yl)-3-(1H-1,2,4-triazol-1-yl)propan-2-ol). As a reaction SMILES: C(O[C:4](=[NH:22])[CH2:5][C:6]([C:14]1[CH:19]=[CH:18][C:17]([Cl:20])=[CH:16][C:15]=1[Cl:21])([OH:13])[CH2:7][N:8]1[CH:12]=[N:11][CH:10]=[N:9]1)C.C(O[CH:26](OCC)[CH2:27][NH2:28])C.C(O)(=O)C.Cl>O1CCCC1.C(=O)([O-])[O-].[Na+].[Na+].C(OCC)C>[Cl:21][C:15]1[CH:16]=[C:17]([Cl:20])[CH:18]=[CH:19][C:14]=1[C:6]([OH:13])([CH2:7][N:8]1[CH:12]=[N:11][CH:10]=[N:9]1)[CH2:5][C:4]1[NH:22][CH:26]=[CH:27][N:28]=1 |f:5.6.7|. Procedure details: A solution of 3-(2,4-dichlorophenyl)-3-hydroxy-4-(1H-1,2,4-triazol-1-yl)butyrimidic acid ethyl ester free base (546 mg), aminoacetaldehyde diethylacetal (234 mg) and acetic acid (210 mg) in tetrahydrofuran (4 ml) was heated under reflux for 2 hours. Hydrochloric acid (4 ml, 5N) was added and the mixture heated to 70° C. for 30 minutes. The mixture was diluted with saturated sodium carbonate to pH8 and extracted with ethyl acetate (3×20 ml). The organic extracts were dried over magnesium sulphate... Starting materials: C1(=CC=CC=C1)C1=C(CCOC1)C(=O)OCC (ethyl 5-phenyl-3,6-dihydro-2H-pyran-4-carboxylate), [H-].[H-].[H-].[H-].[Li+].[Al+3] (LiAlH4). Run in C1CCOC1 (THF). Reaction conditions: temperature -20 celsius, time 30 minute. Product: C1(=CC=CC=C1)C1=C(CCOC1)CO ((5-phenyl-3,6-dihydro-2H-pyran-4-yl)methanol). The yield is 83.7%. As a reaction SMILES: [C:1]1([C:7]2[CH2:12][O:11][CH2:10][CH2:9][C:8]=2[C:13](OCC)=[O:14])[CH:6]=[CH:5][CH:4]=[CH:3][CH:2]=1.[H-].[H-].[H-].[H-].[Li+].[Al+3]>C1COCC1>[C:1]1([C:7]2[CH2:12][O:11][CH2:10][CH2:9][C:8]=2[CH2:13][OH:14])[CH:2]=[CH:3][CH:4]=[CH:5][CH:6]=1 |f:1.2.3.4.5.6|. Reported procedure: To a solution of ethyl 5-phenyl-3,6-dihydro-2H-pyran-4-carboxylate (1.05 g, 4.52 mmol) in THF (20 mL) was added LiAlH4 (1M in THF, 5.42 mL, 5.42 mmol) at −20° C., the reaction was stirred at −20° C. for 30 min, and was quenched with Sat. NH4Cl, the aqueous layer was extracted with EtOAc, the combined organics were washed with brine, dried and concentrated to give crude oil, which was purified by column (Hexanes/EtOAc=100:0 to 35:65) to give (5-phenyl-3,6-dihydro-2H-pyran-4-yl)methanol (720 mg).